Dataset: the Open Reaction Database (ORD), a public repository of structured organic reaction records. Task: describe an organic reaction: reactants, conditions, products, and yield Reactants: C1(=CC=CC=C1)P(=O)(C1=C(C2=CC=CC=C2C=C1)C1=C(C=CC2=CC(=CC=C12)Br)O)C1=CC=CC=C1 (2'-diphenylphosphinyl-2-hydroxy-6-bromo-1,1'-binaphthyl), C1(=CC=CC=C1)P(=O)(C1=C(C2=CC=CC=C2C=C1)C1=C(C=CC2=CC(=CC=C12)Br)O)C1=CC=CC=C1 (2'-diphenylphosphinyl-2-hydroxy-6-bromo-1,1'-binaphthyl), Cl[SiH](Cl)Cl (trichlorosilane). The solvent is O1CCOCC1 (dioxane). Yields the product C1(=CC=CC=C1)P(C1=C(C2=CC=CC=C2C=C1)C1=C(C=CC2=CC(=CC=C12)Br)O)C1=CC=CC=C1 (2'-diphenylphosphino-2-hydroxy-6-bromo-1,1'-binaphthyl). RXN SMILES: [C:1]1([P:7]([C:31]2[CH:36]=[CH:35][CH:34]=[CH:33][CH:32]=2)([C:9]2[CH:18]=[CH:17][C:16]3[C:11](=[CH:12][CH:13]=[CH:14][CH:15]=3)[C:10]=2[C:19]2[C:28]3[C:23](=[CH:24][C:25]([Br:29])=[CH:26][CH:27]=3)[CH:22]=[CH:21][C:20]=2[OH:30])=O)[CH:6]=[CH:5][CH:4]=[CH:3][CH:2]=1.Cl[SiH](Cl)Cl>O1CCOCC1>[C:31]1([P:7]([C:1]2[CH:6]=[CH:5][CH:4]=[CH:3][CH:2]=2)[C:9]2[CH:18]=[CH:17][C:16]3[C:11](=[CH:12][CH:13]=[CH:14][CH:15]=3)[C:10]=2[C:19]2[C:28]3[C:23](=[CH:24][C:25]([Br:29])=[CH:26][CH:27]=3)[CH:22]=[CH:21][C:20]=2[OH:30])[CH:32]=[CH:33][CH:34]=[CH:35][CH:36]=1. Procedure details: An optically active binaphthol (VII) as a starting material is reacted by a method described in the literature (M. Vondenhof and J. Mattay, Tetrahedron Lett., 1990, Vol. 31, pp. 985-988; L. Kurz, G. Lee, D. Morgans, Jr., M. J. Waldyke, and T. Ward, Tetrahedron Lett., 1990, Vol. 31, pp. 6321-6324) and by a method described in the literature (Y. Uozumi, A. Tanahashi, S.-Y. Lee, and T. Hayashi, J. Org. Chem., 1993, Vol. 58, pp. 1945-1948). That is, the binaphthol (VII) is reacted with trifluorometh...